This data is from the Open Reaction Database (ORD), a public repository of structured organic reaction records. The task is: describe an organic reaction: reactants, conditions, products, and yield Run in O1CCCC1 (tetrahydrofuran), C(C)(=O)OCC (ethyl acetate). Reported procedure: After dissolving N-cyclopropylmethyl-N-[7-(2-methoxy-4,6-dimethylphenyl)-2-(methylsulfanyl)pyrazolo[1,5-a]pyridin-3-yl]amine (100 mg) in tetrahydrofuran (2 mL), tetrahydro-2H-4-pyrancarbaldehyde (78 mg) [CAS No. 50675-18-8] and sodium triacetoxyborohydride (87 mg) were added, and the mixture was stirred for 1 hour. Saturated aqueous sodium hydrogencarbonate was added to the reaction mixture, extraction was performed with ethyl acetate, and the extract was washed with brine. After drying over anh... Yields the product C1(CC1)CN(CC1CCOCC1)C=1C(=NN2C1C=CC=C2C2=C(C=C(C=C2C)C)OC)SC (N-Cyclopropylmethyl-N-[7-(2-methoxy-4,6-dimethylphenyl)-2-(methylsulfanyl)pyrazolo[1,5-a]pyridin-3-yl]-N-tetrahydro-2H-4-pyranylmethylamine). As a reaction SMILES: [CH:1]1([CH2:4][NH:5][C:6]2[C:7]([S:25][CH3:26])=[N:8][N:9]3[C:14]([C:15]4[C:20]([CH3:21])=[CH:19][C:18]([CH3:22])=[CH:17][C:16]=4[O:23][CH3:24])=[CH:13][CH:12]=[CH:11][C:10]=23)[CH2:3][CH2:2]1.[O:27]1[CH2:32][CH2:31][CH:30]([CH:33]=O)[CH2:29][CH2:28]1.C(O[BH-](OC(=O)C)OC(=O)C)(=O)C.[Na+].C(=O)([O-])O.[Na+]>O1CCCC1.C(OCC)(=O)C>[CH:1]1([CH2:4][N:5]([C:6]2[C:7]([S:25][CH3:26])=[N:8][N:9]3[C:14]([C:15]4[C:20]([CH3:21])=[CH:19][C:18]([CH3:22])=[CH:17][C:16]=4[O:23][CH3:24])=[CH:13][CH:12]=[CH:11][C:10]=23)[CH2:33][CH:30]2[CH2:31][CH2:32][O:27][CH2:28][CH2:29]2)[CH2:2][CH2:3]1 |f:2.3,4.5|. Run at time 1 hour. Yield: 55.2%. Reactants: C1(CC1)CNC=1C(=NN2C1C=CC=C2C2=C(C=C(C=C2C)C)OC)SC (N-cyclopropylmethyl-N-[7-(2-methoxy-4,6-dimethylphenyl)-2-(methylsulfanyl)pyrazolo[1,5-a]pyridin-3-yl]amine), O1CCC(CC1)C=O (tetrahydro-2H-4-pyrancarbaldehyde), C(O)([O-])=O.[Na+] (sodium hydrogencarbonate), C(C)(=O)O[BH-](OC(C)=O)OC(C)=O.[Na+] (sodium triacetoxyborohydride). As a reaction SMILES: [CH3:19][CH2:20][O:21][C:22]([CH3:23])=[O:24].[CH3:1][O:2][CH:3]([C:4](=[O:5])[O:6][CH3:7])[O:8][CH3:9].[Cl:10][c:11]1[c:12]([CH2:13][NH2:14])[cH:15][cH:16][cH:17][cH:18]1>>[CH3:1][O:2][CH:3]([C:4](=[O:5])[NH:14][CH2:13][c:12]1[c:11]([Cl:10])[cH:18][cH:17][cH:16][cH:15]1)[O:8][CH3:9]. The product is COC(OC)C(=O)NCc1ccccc1Cl. Starting materials: CCOC(C)=O, COC(=O)C(OC)OC, NCc1ccccc1Cl. Reactants: COc1ccc(CN(Cc2ccc(OC)cc2)c2ncc(-c3nc(N4CCOCC4)nc4c3CCN4c3ccc(C(=O)O)cc3)cn2)cc1, COc1ccc(CN(Cc2ccc(OC)cc2)c2ncc(-c3nc(N4CCOCC4)nc4c3CCN4c3ccc(C(=O)NCCOCCO)cc3)cn2)cc1, NCCOCCO. The product is Nc1ncc(-c2nc(N3CCOCC3)nc3c2CCN3c2ccc(C(=O)NCCOCCO)cc2)cn1. RXN SMILES: [CH3:1][O:2][c:3]1[cH:4][cH:5][c:6]([CH2:7][N:8]([CH2:9][c:10]2[cH:11][cH:12][c:13]([O:14][CH3:15])[cH:16][cH:17]2)[c:18]2[n:19][cH:20][c:21](-[c:22]3[c:23]4[c:36]([n:37][c:38]([N:39]5[CH2:40][CH2:41][O:42][CH2:43][CH2:44]5)[n:45]3)[N:26]([c:27]3[cH:28][cH:29][c:30]([C:31]([OH:32])=[O:33])[cH:34][cH:35]3)[CH2:25][CH2:24]4)[cH:46][n:47]2)[cH:48][cH:49]1.[CH3:57][O:58][c:59]1[cH:60][cH:61][c:62]([CH2:63][N:64]([c:65]2[n:66][cH:67][c:68](-[c:71]3[c:72]4[c:73]([n:74][c:75]([N:77]5[CH2:78][CH2:79][O:80][CH2:81][CH2:82]5)[n:76]3)[N:83]([c:86]3[cH:87][cH:88][c:89]([C:90](=[O:91])[NH:92][CH2:93][CH2:94][O:95][CH2:96][CH2:97][OH:98])[cH:99][cH:100]3)[CH2:84][CH2:85]4)[cH:69][n:70]2)[CH2:101][c:102]2[cH:103][cH:104][c:105]([O:106][CH3:107])[cH:108][cH:109]2)[cH:110][cH:111]1.[NH2:50][CH2:51][CH2:52][O:53][CH2:54][CH2:55][OH:56]>>[NH2:64][c:65]1[n:66][cH:67][c:68](-[c:71]2[c:72]3[c:73]([n:74][c:75]([N:77]4[CH2:78][CH2:79][O:80][CH2:81][CH2:82]4)[n:76]2)[N:83]([c:86]2[cH:87][cH:88][c:89]([C:90](=[O:91])[NH:92][CH2:93][CH2:94][O:95][CH2:96][CH2:97][OH:98])[cH:99][cH:100]2)[CH2:84][CH2:85]3)[cH:69][n:70]1. Starting materials: C(C)(C)NC(CCl)=O (N-isopropyl-α-chloroacetamide), [OH-].[Na+] (sodium hydroxide). Reagents/catalysts: [Cl-].C(C1=CC=CC=C1)[N+](CC)(CC)CC (benzyltriethylammonium chloride). Solvent: C(Cl)Cl (methylene chloride). Run at temperature 40 celsius, time 3 day. Yields the product C(C)(C)N1C(CN(C(C1)=O)C(C)C)=O (1,4-diisopropyl-2,5-diketopiperazine). Yield: 35.3%. As a reaction SMILES: [CH:1]([NH:4][C:5](=[O:8])[CH2:6]Cl)([CH3:3])[CH3:2].[OH-:9].[Na+]>[Cl-].C([N+](CC)(CC)CC)C1C=CC=CC=1.C(Cl)Cl>[CH:1]([N:4]1[CH2:6][C:5](=[O:9])[N:4]([CH:1]([CH3:3])[CH3:2])[CH2:6][C:5]1=[O:8])([CH3:3])[CH3:2] |f:1.2,3.4|. Procedure details: The compound N-isopropyl-α-chloroacetamide (2.71 g; 0.02 mole) and benzyltriethylammonium chloride (0.09 g) were dissolved in methylene chloride (50 ml) in a 100 ml flask. A 50% by weight sodium hydroxide solution (16 g) was added to the mixture, and the mixture was stirred vigorously at 40° C. for three days. Thereafter, the organic phase was separated, dried and evaporated. The residue of the evaporation (found to be four parts product per part starting material) was recrystallized from ethyl ... The reactants are Cl, NCC(N)=O, [Na+], CCOC(=O)CCC(C)=O, [OH-], O. Yields the product CC12CCC(=O)N1CC(=O)N2. Reaction SMILES: [ClH:1].[NH2:2][CH2:3][C:4](=[O:5])[NH2:6].[Na+:8].[O:9]=[C:10]([CH2:11][CH2:12][C:13](=[O:14])[O:15][CH2:16][CH3:17])[CH3:18].[OH-:7].[OH2:19]>>[N:2]12[CH2:3][C:4](=[O:5])[NH:6][C:10]1([CH3:18])[CH2:11][CH2:12][C:13]2=[O:14]. Yields the product ClC1=CC=C2C(=CNC2=C1)C=1CCN(CC1)C[C@H](COC1=C2C=CC=NC2=CC=C1)O ((2R)-(-)-3-[4-(6-chloro-3-indolyl)-1,2,3,6-tetrahydropyridin-1-yl]-1-(5-quinolinyloxy)-2-propanol). Procedure: The title compound was prepared in a fashion similar to that described in Example 1 using (R)-5-(oxiranylmethoxy)-quinoline (0.495 g, 2.46 mmol) and 6-chloro-2-(1,2,3,6-tetrahydropyridin-4-yl)-1H-indole (0.519 g, 2.33 mmol) using ethanol as reaction solvent. Yield 0.840 g (87%) of a tan powder. FDMS m/e=433 (M+ of free base). mp 221°-223° C. α[D]589 =-9.9 (c=1.00, dimethylsulfoxide). Reaction SMILES: [O:1]1[CH2:3][C@@H:2]1[CH2:4][O:5][C:6]1[CH:15]=[CH:14][CH:13]=[C:12]2[C:7]=1[CH:8]=[CH:9][CH:10]=[N:11]2.[Cl:16][C:17]1[CH:25]=[C:24]2[C:20]([CH:21]=[C:22](C3CCNCC=3)[NH:23]2)=[CH:19][CH:18]=1.[CH2:32](O)[CH3:33]>CS(C)=O>[Cl:16][C:17]1[CH:25]=[C:24]2[C:20]([C:21]([C:8]3[CH2:9][CH2:10][N:11]([CH2:3][C@@H:2]([OH:1])[CH2:4][O:5][C:6]4[CH:15]=[CH:14][CH:13]=[C:12]5[C:7]=4[CH:8]=[CH:9][CH:10]=[N:11]5)[CH2:32][CH:33]=3)=[CH:22][NH:23]2)=[CH:19][CH:18]=1. Starting materials: O1[C@H](C1)COC1=C2C=CC=NC2=CC=C1 ((R)-5-(oxiranylmethoxy)-quinoline), tan powder, ClC1=CC=C2C=C(NC2=C1)C=1CCNCC1 (6-chloro-2-(1,2,3,6-tetrahydropyridin-4-yl)-1H-indole), C(C)O (ethanol). Solvent: CS(=O)C (dimethylsulfoxide). Reactants: CNCCO (2-(methylamino)ethanol), ClC=1C(=C(C(=O)Cl)C=CC1F)F (3-Chloro-2,4-difluorobenzoylchloride). The solvent is C(Cl)Cl (DCM), C(Cl)Cl (DCM), [OH-].[Na+] (sodium hydroxide). Run at time 4 hour. Yields the product ClC=1C(=C(C(=O)N(C)CCO)C=CC1F)F (3-Chloro-2,4-difluoro-N-(2-hydroxyethyl)-N-methyl-benzamide). Isolated yield 61.0%. RXN SMILES: [Cl:1][C:2]1[C:3]([F:12])=[C:4]([CH:8]=[CH:9][C:10]=1[F:11])[C:5](Cl)=[O:6].[CH3:13][NH:14][CH2:15][CH2:16][OH:17]>C(Cl)Cl.[OH-].[Na+]>[Cl:1][C:2]1[C:3]([F:12])=[C:4]([CH:8]=[CH:9][C:10]=1[F:11])[C:5]([N:14]([CH2:15][CH2:16][OH:17])[CH3:13])=[O:6] |f:3.4|. Reported procedure: 3-Chloro-2,4-difluorobenzoylchloride (CAS no. 157373-00-7) (211 mg, 1 mmol) in DCM (1 mL) was added to a stirred solution of 2-(methylamino)ethanol (83 mg, 1.1 mmol) in a mixture of DCM (1 mL) and 10% sodium hydroxide solution (1 mL) at 0° C. The mixture was warmed to room temperature and stirred for approximately 4 hours. The two layers were separated and the aqueous layer was extracted with DCM (3×30 mL). The organic layers were combined, dried (MgSO4), filtered and evaporated to afford the pr... Reactants: N1(C=CC2=CC=CC=C12)CCOC1=CC=C(CC2C(N(C(S2)=O)C(C2=CC=CC=C2)(C2=CC=CC=C2)C2=CC=CC=C2)=O)C=C1 (5-{4-[2-(Indol-1-yl)-ethoxy]benzyl}-3-triphenylmethylthiazolidine-2,4-dione), [H][H] (hydrogen). The reagents and catalysts are [Pd] (palladium-on-charcoal). Solvent: O1CCOCC1 (dioxane). Run at time 2 hour. Product: N1(C=CC2=CC=CC=C12)CCOC1=CC=C(CC2C(NC(S2)=O)=O)C=C1 (5-{4-[2-(Indol-1-yl)ethoxy]benzyl}thiazolidine-2,4-dione). Isolated yield 85.9%. Reaction SMILES: [N:1]1([CH2:10][CH2:11][O:12][C:13]2[CH:45]=[CH:44][C:16]([CH2:17][CH:18]3[S:22][C:21](=[O:23])[N:20](C(C4C=CC=CC=4)(C4C=CC=CC=4)C4C=CC=CC=4)[C:19]3=[O:43])=[CH:15][CH:14]=2)[C:9]2[C:4](=[CH:5][CH:6]=[CH:7][CH:8]=2)[CH:3]=[CH:2]1.[H][H]>O1CCOCC1.[Pd]>[N:1]1([CH2:10][CH2:11][O:12][C:13]2[CH:14]=[CH:15][C:16]([CH2:17][CH:18]3[S:22][C:21](=[O:23])[NH:20][C:19]3=[O:43])=[CH:44][CH:45]=2)[C:9]2[C:4](=[CH:5][CH:6]=[CH:7][CH:8]=2)[CH:3]=[CH:2]1. Reported procedure: A solution of 2.05 g of 5-{4-[2-(Indol-1-yl)-ethoxy]benzyl}-3-triphenylmethylthiazolidine-2,4-dione (prepared as described in Preparation 14) in 100 ml of dioxane was stirred in an atmosphere of hydrogen and in the presence of 3.1 g of 10% w/w palladium-on-charcoal, first at room temperature for 30 minutes, then at 60° C. for 2 hours and then at 80° C. for 3 hours. At the end of this time, the reaction mixture was filtered to remove the catalyst and the filtrate was concentrated by evaporation u...